From a dataset of the Open Reaction Database (ORD), a public repository of structured organic reaction records. describe an organic reaction: reactants, conditions, products, and yield Starting materials: Fc1ccc(COc2ccc(Nc3ncnc4cnc(Cl)cc34)cc2)cc1, CCCC[Sn](CCCC)(CCCC)c1ccc(C2OCCO2)o1, C1COCCO1. Yields the product Fc1ccc(COc2ccc(Nc3ncnc4cnc(-c5ccc(C6OCCO6)o5)cc34)cc2)cc1. RXN SMILES: [Cl:1][c:2]1[cH:3][c:4]2[c:5]([n:6][cH:7][n:8][c:9]2[NH:10][c:11]2[cH:12][cH:13][c:14]([O:17][CH2:18][c:19]3[cH:20][cH:21][c:22]([F:25])[cH:23][cH:24]3)[cH:15][cH:16]2)[cH:26][n:27]1.[O:28]1[CH:29]([c:33]2[cH:34][cH:35][c:36]([Sn:38]([CH2:39][CH2:40][CH2:41][CH3:42])([CH2:43][CH2:44][CH2:45][CH3:46])[CH2:47][CH2:48][CH2:49][CH3:50])[o:37]2)[O:30][CH2:31][CH2:32]1.[O:51]1[CH2:52][CH2:53][O:54][CH2:55][CH2:56]1>>[c:2]1(-[c:36]2[cH:35][cH:34][c:33]([CH:29]3[O:28][CH2:32][CH2:31][O:30]3)[o:37]2)[cH:3][c:4]2[c:5]([n:6][cH:7][n:8][c:9]2[NH:10][c:11]2[cH:12][cH:13][c:14]([O:17][CH2:18][c:19]3[cH:20][cH:21][c:22]([F:25])[cH:23][cH:24]3)[cH:15][cH:16]2)[cH:26][n:27]1. The reactants are COc1cc2nccc(Oc3ccc(C)cc3Br)c2cc1OC, [Li]CCCC, CCCCCC, C1CCOC1, O, O=C(Cl)c1ccno1. Yields the product COc1cc2nccc(Oc3ccc(C)cc3C(=O)c3ccno3)c2cc1OC. RXN SMILES: [Br:1][c:2]1[c:3]([O:4][c:5]2[cH:6][cH:7][n:8][c:9]3[cH:10][c:11]([O:17][CH3:18])[c:12]([O:15][CH3:16])[cH:13][c:14]23)[cH:19][cH:20][c:21]([CH3:23])[cH:22]1.[CH2:30]([Li:31])[CH2:32][CH2:33][CH3:34].[CH3:24][CH2:25][CH2:26][CH2:27][CH2:28][CH3:29].[O:44]1[CH2:45][CH2:46][CH2:47][CH2:48]1.[OH2:43].[o:35]1[n:36][cH:37][cH:38][c:39]1[C:40](=[O:41])[Cl:42]>>[c:2]1([C:40]([c:39]2[o:35][n:36][cH:37][cH:38]2)=[O:41])[c:3]([O:4][c:5]2[cH:6][cH:7][n:8][c:9]3[cH:10][c:11]([O:17][CH3:18])[c:12]([O:15][CH3:16])[cH:13][c:14]23)[cH:19][cH:20][c:21]([CH3:23])[cH:22]1. The reactants are BrCc1ccc(-c2ccccc2-c2nnnn2C(c2ccccc2)(c2ccccc2)c2ccccc2)cc1, O=C([O-])[O-], O=c1cc(Cl)[nH]c(=O)n1Cc1ccccc1, [K+], [K+], CN(C)C=O. Yields the product O=c1cc(Cl)n(Cc2ccc(-c3ccccc3-c3nnnn3C(c3ccccc3)(c3ccccc3)c3ccccc3)cc2)c(=O)n1Cc1ccccc1. Reaction SMILES: [Br:17][CH2:18][c:19]1[cH:20][cH:21][c:22](-[c:25]2[c:26](-[c:31]3[n:32][n:33][n:34][n:35]3[C:36]([c:37]3[cH:38][cH:39][cH:40][cH:41][cH:42]3)([c:43]3[cH:44][cH:45][cH:46][cH:47][cH:48]3)[c:49]3[cH:50][cH:51][cH:52][cH:53][cH:54]3)[cH:27][cH:28][cH:29][cH:30]2)[cH:23][cH:24]1.[C:55](=[O:56])([O-:57])[O-:58].[CH2:1]([c:2]1[cH:3][cH:4][cH:5][cH:6][cH:7]1)[n:8]1[c:9](=[O:16])[nH:10][c:11]([Cl:15])[cH:12][c:13]1=[O:14].[K+:59].[K+:60].[O:61]=[CH:62][N:63]([CH3:64])[CH3:65]>>[CH2:1]([c:2]1[cH:3][cH:4][cH:5][cH:6][cH:7]1)[n:8]1[c:9](=[O:16])[n:10]([CH2:18][c:19]2[cH:20][cH:21][c:22](-[c:25]3[c:26](-[c:31]4[n:32][n:33][n:34][n:35]4[C:36]([c:37]4[cH:38][cH:39][cH:40][cH:41][cH:42]4)([c:43]4[cH:44][cH:45][cH:46][cH:47][cH:48]4)[c:49]4[cH:50][cH:51][cH:52][cH:53][cH:54]4)[cH:27][cH:28][cH:29][cH:30]3)[cH:23][cH:24]2)[c:11]([Cl:15])[cH:12][c:13]1=[O:14]. The reactants are C(C(=O)C)SC1=NN=NN1C (5-acetonylthio-1-methyltetrazole), FC(S(=O)(=O)OC)(F)F (methyl trifluoromethanesulfonate), C(Cl)Cl (methylene chloride). The solvent is CO (methanol), CO (methanol). Conditions: time 8 hour. Product: [Cl-].C(C(=O)C)SC=1N(N=N[N+]1C)C (5-Acetonylthio-1,4-dimethyltetrazolium chloride). As a reaction SMILES: [CH2:1]([S:5][C:6]1[N:10]([CH3:11])[N:9]=[N:8][N:7]=1)[C:2]([CH3:4])=[O:3].F[C:13](F)(F)S(OC)(=O)=O.C(Cl)[Cl:22]>CO>[Cl-:22].[CH2:1]([S:5][C:6]1[N:10]([CH3:11])[N:9]=[N:8][N+:7]=1[CH3:13])[C:2]([CH3:4])=[O:3] |f:4.5|. Procedure details: The 5-acetonylthio-1-methyltetrazole, prepared as above described, was dissolved in 20 ml of methylene chloride and to the resulting solution was added 0.617 gram (0.0055 mol) of methyl trifluoromethanesulfonate and the mixture allowed to stand overnight at room temperature. Thereafter, the solvent was vaporized off and an oily residue obtained. The latter was dissolved in aqueous methanol and the methanol solution passed over a Dowex-1 (Cl-) ion exchange column. The eluate from the column was e... Reactants: CCO, [Fe], Nc1cc2ncnc(Nc3cccc(Br)c3)c2cc1[N+](=O)[O-]. Product: Nc1cc2ncnc(Nc3cccc(Br)c3)c2cc1N. RXN SMILES: [CH3:23][CH2:24][OH:25].[Fe:26].[NH2:1][c:2]1[c:3]([N+:20]([O-:21])=[O:22])[cH:4][c:5]2[c:6]([NH:12][c:13]3[cH:14][c:15]([Br:19])[cH:16][cH:17][cH:18]3)[n:7][cH:8][n:9][c:10]2[cH:11]1>>[NH2:1][c:2]1[c:3]([NH2:20])[cH:4][c:5]2[c:6]([NH:12][c:13]3[cH:14][c:15]([Br:19])[cH:16][cH:17][cH:18]3)[n:7][cH:8][n:9][c:10]2[cH:11]1. As a reaction SMILES: C(O[C:6]([N:8]1[CH2:12][CH2:11][CH2:10][CH:9]1[C:13]1[N:14]([CH2:31][O:32][CH2:33][CH2:34][Si:35]([CH3:38])([CH3:37])[CH3:36])[C:15](C2C=CC(C3C=CNC(=O)C=3)=CC=2)=[CH:16][N:17]=1)=[O:7])(C)(C)C.[OH-:39].C([N+:44]([CH2:53][CH2:54]CC)([CH2:49][CH2:50]CC)CCCC)CCC.[C:57]([O:61][C:62]([N:64]1[CH2:68][CH2:67][CH2:66][CH:65]1[C:69]1[N:70]([CH2:75][O:76][CH2:77][CH2:78][Si:79]([CH3:82])([CH3:81])[CH3:80])[CH:71]=[C:72](Br)[N:73]=1)=[O:63])([CH3:60])([CH3:59])[CH3:58].C(OC(N1CCCC1C1[NH:96][C:97]([C:100]2C=CC(B3OC(C)(C)C(C)(C)O3)=CC=2)=[CH:98]N=1)=O)(C)(C)C.[CH3:115]Cl.[H-].[Na+].[C:119]1([CH3:125])[CH:124]=[CH:123][CH:122]=[CH:121][CH:120]=1>C(O)C.CN(C=O)C.[I-].C([N+](CCCC)(CCCC)CCCC)CCC.C(OCC)(=O)C.[Cu]I.C(#N)C>[C:57]([O:61][C:62]([N:64]1[CH2:68][CH2:67][CH2:66][CH:65]1[C:69]1[N:70]([CH2:75][O:76][CH2:77][CH2:78][Si:79]([CH3:82])([CH3:81])[CH3:80])[CH:71]=[C:72]([N:44]2[CH:49]=[CH:50][C:125]([C:119]3[CH:124]=[CH:123][C:122]([C:15]4[N:14]([CH2:31][O:32][CH2:33][CH2:34][Si:35]([CH3:36])([CH3:37])[CH3:38])[C:13]([CH:9]5[CH2:10][CH2:11][CH2:12][N:8]5[C:6](=[O:7])[NH:96][C:97]([CH3:100])([CH3:115])[CH3:98])=[N:17][CH:16]=4)=[CH:121][CH:120]=3)=[CH:54][C:53]2=[O:39])[N:73]=1)=[O:63])([CH3:60])([CH3:59])[CH3:58] |f:1.2,6.7,11.12|. Starting materials: C(C)(C)(C)OC(=O)N1C(CCC1)C=1N(C=C(N1)Br)COCC[Si](C)(C)C (2-[4-Bromo-1-(2-trimethylsilanyl-ethoxymethyl)-1H-imidazol-2-yl]-pyrrolidine-1-carboxylic acid tert-butyl ester), C(C)(C)(C)OC(=O)N1C(CCC1)C=1N(C=C(N1)Br)COCC[Si](C)(C)C (2-[4-Bromo-1-(2-trimethylsilanyl-ethoxymethyl)-1H-imidazol-2-yl]-pyrrolidine-1-carboxylic acid tert-butyl ester), C(C)(C)(C)OC(=O)N1C(CCC1)C=1NC(=CN1)C1=CC=C(C=C1)B1OC(C(O1)(C)C)(C)C (2-{5-[4-(4,4,5,5-Tetramethyl-[1,3,2]dioxaborolan-2-yl)-phenyl]-1H-imidazol-2-yl]-pyrrolidine-1-carboxylic acid tert-butyl ester), CCl (methyl chloride), C1(=CC=CC=C1)C (toluene), [OH-].C(CCC)[N+](CCCC)(CCCC)CCCC (tetrabutylammonium hydroxide), C(C)(C)(C)OC(=O)N1C(CCC1)C=1N(C(=CN1)C1=CC=C(C=C1)C1=CC(NC=C1)=O)COCC[Si](C)(C)C (2-[5-[4-(2-Oxo-1,2-dihydro-pyridin-4-yl)-phenyl]-1-(2-trimethylsilanyl-ethoxymethyl)-1H-imidazol-2-yl]-pyrrolidine-1-carboxylic acid tert-butyl ester), [H-].[Na+] (sodium hydride). Solvent: CN(C)C=O (DMF), C(C)(=O)OCC (ethyl acetate), C(C)#N (acetonitrile), CN(C)C=O (DMF), C(C)O (ethanol). Reagents/catalysts: [Cu]I (copper(I) iodide), [I-].C(CCC)[N+](CCCC)(CCCC)CCCC (tetrabutylammonium iodide), [Cu]I (copper(I) iodide). Procedure: To a solution of 2-[5-[4-(2-Oxo-1,2-dihydro-pyridin-4-yl)-phenyl]-1-(2-trimethylsilanyl-ethoxymethyl)-1H-imidazol-2-yl]-pyrrolidine-1-carboxylic acid tert-butyl ester (0.3027 g) in ethanol (5.0 mL) was added tetrabutylammonium hydroxide (0.375 mL of 1.5 M solution) and reaction mixture stirred for 1 hour., then concentrated to give a colorless oil. Residue was lyophilized from acetonitrile to give a yellow residue. To this residue was added 2-[4-Bromo-1-(2-trimethylsilanyl-ethoxymethyl)-1H-imida... Reaction conditions: time 1 hour. The product is C(C)(C)(C)OC(=O)N1C(CCC1)C=1N(C=C(N1)N1C(C=C(C=C1)C1=CC=C(C=C1)C=1N(C(=NC1)C1N(CCC1)C(NC(C)(C)C)=O)COCC[Si](C)(C)C)=O)COCC[Si](C)(C)C (2-[4-(4-{4-[2-(1-tert-butylcarbamyl-pyrrolidin-2-yl)-3-(2-trimethylsilanyl-ethoxymethyl)-3H-imidazol-4-yl]-phenyl}-2-oxo-2H-pyridin-1-yl)-1-(2-trimethylsilanyl-ethoxymethyl)-1H-imidazol-2-yl]-pyrrolidine-1-carboxylic acid tert-butyl ester). Reactants: C(C)(=O)NC1=C(NC2=CC(=CC=C12)Cl)C(C1=CC(=CC=C1)[N+](=O)[O-])=O (3-Acetylamino-6-chloro-2-(3-nitrobenzoyl)indole), [Cl-].[NH4+] (ammonium chloride). Reagents/catalysts: [Fe] (iron). Run in C(C)O (ethanol). Yields the product C(C)(=O)NC1=C(NC2=CC(=CC=C12)Cl)C(C1=CC(=CC=C1)N)=O (3-Acetylamino-2-(3-aminobenzoyl)-6-chloroindole). RXN SMILES: [C:1]([NH:4][C:5]1[C:13]2[C:8](=[CH:9][C:10]([Cl:14])=[CH:11][CH:12]=2)[NH:7][C:6]=1[C:15](=[O:25])[C:16]1[CH:21]=[CH:20][CH:19]=[C:18]([N+:22]([O-])=O)[CH:17]=1)(=[O:3])[CH3:2].[Cl-].[NH4+]>C(O)C.[Fe]>[C:1]([NH:4][C:5]1[C:13]2[C:8](=[CH:9][C:10]([Cl:14])=[CH:11][CH:12]=2)[NH:7][C:6]=1[C:15](=[O:25])[C:16]1[CH:21]=[CH:20][CH:19]=[C:18]([NH2:22])[CH:17]=1)(=[O:3])[CH3:2] |f:1.2|. Procedure: A mixture of 3-acetylamino-6-chloro-2-(3-nitrobenzoyl)indole (step 3, 2.68 g, 7.5 mmol), iron powder (1.7 g, 30 mmol) and ammonium chloride (0.8 g, 17 mmol) in 70% aqueous ethanol (70 ml) was heated at reflux for 1 h, and then cooled and filtered through a pad of Celite. The filtrate was concentrated and the residue partitioned between water (50 ml) and ethyl acetate (150 ml). The organic layer was separated, dried (MgSO4) and slovent removed by evaporation to afford 2.6 g (quant.) of the title ... Starting materials: C(C)(C)(C)OC(=O)N1C[C@@H](CC1)O ((R)-3-hydroxypyrrolidine-1-carboxylic acid tert-butyl ester), C1(=CC=CC=C1)P(C1=CC=CC=C1)C1=CC=CC=C1 (triphenylphosphine), N(=NC(=O)OC(C)C)C(=O)OC(C)C (diisopropyl azodicarboxylate), COC(\C=C\C1=CC=C(C=C1)O)=O (E-3-(4-hydroxy-phenyl)-acrylic acid methyl ester). The solvent is C1CCOC1 (THF). Run at temperature 0 celsius, time 2 hour. Product: C(C)(C)(C)OC(=O)N1CCCC1 (pyrrolidine-1-carboxylic acid tert-butyl ester). Reaction SMILES: [C:1]([O:5][C:6]([N:8]1[CH2:12][CH2:11][C@@H:10](O)[CH2:9]1)=[O:7])([CH3:4])([CH3:3])[CH3:2].C1(P(C2C=CC=CC=2)C2C=CC=CC=2)C=CC=CC=1.N(C(OC(C)C)=O)=NC(OC(C)C)=O.COC(=O)/C=C/C1C=CC(O)=CC=1>C1COCC1>[C:1]([O:5][C:6]([N:8]1[CH2:12][CH2:11][CH2:10][CH2:9]1)=[O:7])([CH3:4])([CH3:2])[CH3:3]. Reported procedure: To a solution of 4-hydroxycinnamic acid (0.407 g, 2.48 mmol) in EtOAc, a solution of diazomethane in Et2O was added until the yellow color persisted. Excess diazomethane was quenched by the addition of AcOH and the reaction mixture was evaporated to dryness. The residue was dissolved in EtOAc and washed with 10% aqueous HCl, saturated NaHCO3 and brine. The organic layer was dried over anhydrous MgSO4 and evaporated to dryness. The residue was purified by flash column chromatography, using a grad... Reactants: C(C)(=O)Cl (acetyl chloride), [OH-].[Na+] (sodium hydroxide), C(C)OCC (diethyl ether), Cl.N[C@H](CO)CCC(=O)N1CCC(CC1)=C1C2=C(C=CC3=C1C=CC=C3)C=CC=C2 ((S)-2-amino-5-[4-(5H-dibenzo[a,d][7]annulen-5-ylidene)-1-piperidinyl]-5-oxo-1-pentanol hydrochloride). The solvent is O (Water), C(C)(=O)OCC (ethyl acetate). Reaction conditions: time 2 hour. The product is C1=CC=CC=2C(C3=C(C=CC21)C=CC=C3)=C3CCN(CC3)C(CC[C@@H](CO)NC(C)=O)=O ((S)—N-[4-[4-(5H-dibenzo[a,d][7]annulen-5-ylidene)-1-piperidinyl]-1-(hydroxymethyl)-4-oxobutyl]acetamide). Reaction SMILES: [OH-].[Na+].[CH2:3]([O:5]CC)[CH3:4].Cl.[NH2:9][C@@H:10]([CH2:13][CH2:14][C:15]([N:17]1[CH2:22][CH2:21][C:20](=[C:23]2[C:29]3[CH:30]=[CH:31][CH:32]=[CH:33][C:28]=3[CH:27]=[CH:26][C:25]3[CH:34]=[CH:35][CH:36]=[CH:37][C:24]2=3)[CH2:19][CH2:18]1)=[O:16])[CH2:11][OH:12].C(Cl)(=O)C>O.C(OCC)(=O)C>[CH:33]1[C:28]2[CH:27]=[CH:26][C:25]3[CH:34]=[CH:35][CH:36]=[CH:37][C:24]=3[C:23](=[C:20]3[CH2:19][CH2:18][N:17]([C:15](=[O:16])[CH2:14][CH2:13][C@H:10]([NH:9][C:3](=[O:5])[CH3:4])[CH2:11][OH:12])[CH2:22][CH2:21]3)[C:29]=2[CH:30]=[CH:31][CH:32]=1 |f:0.1,3.4|. Reported procedure: 2 ml of 1 N aqueous sodium hydroxide solution, 3 ml of diethyl ether and 2 ml of ethyl acetate were added to 151 mg (0.36 mmol) of (S)-2-amino-5-[4-(5H-dibenzo[a,d][7]annulen-5-ylidene)-1-piperidinyl]-5-oxo-1-pentanol hydrochloride. 0.04 ml (0.56 mmol) of acetyl chloride was added dropwise to the obtained solution under vigorous stirring, and they were stirred at room temperature for 2 hours. Water was added to the reaction mixture. After extracting with ethyl acetate, the organic layer was drie...